Task: describe an organic reaction: reactants, conditions, products, and yield. Dataset: the Open Reaction Database (ORD), a public repository of structured organic reaction records Starting materials: C(CCCCC)C1C(C1)C(=O)OCC (ethyl 2-hexylcyclopropanecarboxylate), [OH-].[K+] (caustic potash). Yields the product C(CCCCC)C1C(C1)C(=O)O (2-hexylcyclopropanecarboxylic acid). As a reaction SMILES: [CH2:1]([CH:7]1[CH2:9][CH:8]1[C:10]([O:12]CC)=[O:11])[CH2:2][CH2:3][CH2:4][CH2:5][CH3:6].[OH-].[K+]>>[CH2:1]([CH:7]1[CH2:9][CH:8]1[C:10]([OH:12])=[O:11])[CH2:2][CH2:3][CH2:4][CH2:5][CH3:6] |f:1.2|. Reported procedure: After an excess of 1-octene was distilled from the reaction mixture, the ethyl ester was isolated by distillation (b.p. 88° C./0.5 mmHg). Cis/trans=34/66 (according to gas chromatographic analysis); [α]D =+24.4° (neat, 1 dm). The ester was hydrolyzed with caustic potash to give 2-hexylcyclopropanecarboxylic acid (b.p. 110° C./0.5 mmHg). [α]D =+36.2° (c 5.0, chloroform).